The task is: describe an organic reaction: reactants, conditions, products, and yield. This data is from the Open Reaction Database (ORD), a public repository of structured organic reaction records. Starting materials: NC1=CC=C(C=C1)C1=C(SC=2N=CN=C(C21)N)CC (5-(4-aminophenyl)-6-ethylthieno[2,3-d]pyrimidin-4-amine), C(C)OC=1C(C(C1OCC)=O)=O (3,4-diethoxy-3-cyclobutene-1,2-dione). Solvent: C(C)O (ethanol). Product: NC=1C2=C(N=CN1)SC(=C2C2=CC=C(C=C2)NC=2C(C(C2OCC)=O)=O)CC (3-{[4-(4-amino-6-ethylthieno[2,3-d]pyrimidin-5-yl)phenyl]amino}-4-ethoxy-3-cyclobutene-1,2-dione). The yield is 55.8%. As a reaction SMILES: [NH2:1][C:2]1[CH:7]=[CH:6][C:5]([C:8]2[C:16]3[C:15]([NH2:17])=[N:14][CH:13]=[N:12][C:11]=3[S:10][C:9]=2[CH2:18][CH3:19])=[CH:4][CH:3]=1.[CH2:20]([O:22][C:23]1[C:24](=O)[C:25](=[O:30])[C:26]=1[O:27]CC)[CH3:21]>C(O)C>[NH2:17][C:15]1[C:16]2[C:8]([C:5]3[CH:4]=[CH:3][C:2]([NH:1][C:24]4[C:25](=[O:30])[C:26](=[O:27])[C:23]=4[O:22][CH2:20][CH3:21])=[CH:7][CH:6]=3)=[C:9]([CH2:18][CH3:19])[S:10][C:11]=2[N:12]=[CH:13][N:14]=1. Procedure details: A mixture of Example 78A (0.135 g, 0.5 mmol) and 3,4-diethoxy-3-cyclobutene-1,2-dione (0.22 mL, 1.5 mmol) in ethanol (5 mL) was heated at 70-80° C. for 48 hours, then filtered while still hot. The filtrate was concentrated and the resulting residue was washed with hexanes and diethyl ether, and dried to provide 0.11 g of the desired product. MS (ESI(+)) m/e 395 (M+H)+. RXN SMILES: [Cl:1][c:2]1[n:3][c:4]([O:21][CH2:22][CH:23]([F:24])[F:25])[c:5]([C:6](=[O:7])[NH:8][CH:9]2[CH2:10][CH2:11][CH:12]([C:15]([F:16])([F:17])[F:18])[CH2:13][CH2:14]2)[cH:19][cH:20]1.[OH:26][N+:27]([O-:28])=[O:29].[S:30](=[O:31])(=[O:32])([OH:33])[OH:34]>>[Cl:1][c:2]1[n:3][c:4]([O:21][CH2:22][CH:23]([F:24])[F:25])[c:5]([C:6](=[O:7])[NH:8][CH:9]2[CH2:10][CH2:11][CH:12]([C:15]([F:16])([F:17])[F:18])[CH2:13][CH2:14]2)[cH:19][c:20]1[N+:27](=[O:26])[O-:28]. Yields the product O=C(NC1CCC(C(F)(F)F)CC1)c1cc([N+](=O)[O-])c(Cl)nc1OCC(F)F. The reactants are O=C(NC1CCC(C(F)(F)F)CC1)c1ccc(Cl)nc1OCC(F)F, O=[N+]([O-])O, O=S(=O)(O)O. Reactants: COC(=O)c1cccc2c1nc(C(=O)NC1CCN(C(C)C)CC1)n2CC(=O)Nc1ccc(Cl)cn1, ClCCl, O. Yields the product CC(C)N1CCC(NC(=O)c2nc3c(C(=O)O)cccc3n2CC(=O)Nc2ccc(Cl)cn2)CC1. RXN SMILES: [CH3:1][O:2][C:3](=[O:4])[c:5]1[cH:6][cH:7][cH:8][c:9]2[n:10]([CH2:26][C:27]([NH:28][c:29]3[n:30][cH:31][c:32]([Cl:35])[cH:33][cH:34]3)=[O:36])[c:11]([C:14]([NH:15][CH:16]3[CH2:17][CH2:18][N:19]([CH:22]([CH3:23])[CH3:24])[CH2:20][CH2:21]3)=[O:25])[n:12][c:13]12.[Cl:38][CH2:39][Cl:40].[OH2:37]>>[O:2]=[C:3]([OH:4])[c:5]1[cH:6][cH:7][cH:8][c:9]2[n:10]([CH2:26][C:27]([NH:28][c:29]3[n:30][cH:31][c:32]([Cl:35])[cH:33][cH:34]3)=[O:36])[c:11]([C:14]([NH:15][CH:16]3[CH2:17][CH2:18][N:19]([CH:22]([CH3:23])[CH3:24])[CH2:20][CH2:21]3)=[O:25])[n:12][c:13]12. Reaction SMILES: [CH3:38][S:39]([CH3:40])=[O:41].[CH:29]([N:30]([CH2:31][CH3:32])[CH:33]([CH3:34])[CH3:35])([CH3:36])[CH3:37].[Cl:14][c:15]1[n:16][cH:17][n:18][c:19]([Cl:28])[c:20]1-[c:21]1[cH:22][cH:23][c:24]([CH3:27])[cH:25][cH:26]1.[K:1].[OH2:42].[c:2]1([CH2:8][CH2:9][S:10](=[O:11])(=[O:12])[NH2:13])[cH:3][cH:4][cH:5][cH:6][cH:7]1>>[c:2]1([CH2:8][CH2:9][S:10](=[O:11])(=[O:12])[NH:13][c:19]2[n:18][cH:17][n:16][c:15]([Cl:14])[c:20]2-[c:21]2[cH:22][cH:23][c:24]([CH3:27])[cH:25][cH:26]2)[cH:3][cH:4][cH:5][cH:6][cH:7]1. Starting materials: CS(C)=O, CCN(C(C)C)C(C)C, Cc1ccc(-c2c(Cl)ncnc2Cl)cc1, [K], O, NS(=O)(=O)CCc1ccccc1. The product is Cc1ccc(-c2c(Cl)ncnc2NS(=O)(=O)CCc2ccccc2)cc1. The reactants are CC(C)N1CC2N(C(=O)C(N)CN2S(=O)(=O)c2ccc(Cl)cc2Cl)C(Cc2ccc(Cl)cc2)C1=O, O=C(O)c1cnc2ccccc2c1. Yields the product CC(C)N1CC2N(C(=O)C(NC(=O)c3cnc4ccccc4c3)CN2S(=O)(=O)c2ccc(Cl)cc2Cl)C(Cc2ccc(Cl)cc2)C1=O. As a reaction SMILES: [NH2:14][CH:15]1[CH2:16][N:17]([S:38](=[O:39])(=[O:40])[c:41]2[c:42]([Cl:48])[cH:43][c:44]([Cl:47])[cH:45][cH:46]2)[CH:18]2[N:19]([C:20]1=[O:21])[CH:22]([CH2:30][c:31]1[cH:32][cH:33][c:34]([Cl:37])[cH:35][cH:36]1)[C:23](=[O:29])[N:24]([CH:26]([CH3:27])[CH3:28])[CH2:25]2.[n:1]1[cH:2][c:3]([C:11](=[O:12])[OH:13])[cH:4][c:5]2[cH:6][cH:7][cH:8][cH:9][c:10]12>>[n:1]1[cH:2][c:3]([C:11](=[O:13])[NH:14][CH:15]2[CH2:16][N:17]([S:38](=[O:39])(=[O:40])[c:41]3[c:42]([Cl:48])[cH:43][c:44]([Cl:47])[cH:45][cH:46]3)[CH:18]3[N:19]([C:20]2=[O:21])[CH:22]([CH2:30][c:31]2[cH:32][cH:33][c:34]([Cl:37])[cH:35][cH:36]2)[C:23](=[O:29])[N:24]([CH:26]([CH3:27])[CH3:28])[CH2:25]3)[cH:4][c:5]2[cH:6][cH:7][cH:8][cH:9][c:10]12.